Dataset: the Open Reaction Database (ORD), a public repository of structured organic reaction records. Task: describe an organic reaction: reactants, conditions, products, and yield Starting materials: C(\C=C\C(=O)O)(=O)O (fumaric acid), COC1=C(C=CC=C1)C=1N=CN(C1)CCCCN (4-(2-methoxyphenyl)-1H-imidazol-1-butanamine), CCOCC (ether), O.NN (hydrazine hydrate). Solvent: CO (methanol), C(C)O (ethanol), O1CCCC1 (tetrahydrofuran). Yields the product C(\C=C\C(=O)O)(=O)O.COC1=C(C=CC=C1)C=1N=CN(C1)CCCCN (4-(2-methoxyphenyl)-1H-imidazol-1-butanamine(fumarate)). Isolated yield 64.8%. RXN SMILES: [CH3:1][O:2][C:3]1[CH:8]=[CH:7][CH:6]=[CH:5][C:4]=1[C:9]1[N:10]=[CH:11][N:12]([CH2:14][CH2:15][CH2:16][CH2:17][NH2:18])[CH:13]=1.O.NN.[C:22]([OH:29])(=[O:28])/[CH:23]=[CH:24]/[C:25]([OH:27])=[O:26].CCOCC>C(O)C.O1CCCC1.CO>[C:22]([OH:29])(=[O:28])/[CH:23]=[CH:24]/[C:25]([OH:27])=[O:26].[CH3:1][O:2][C:3]1[CH:8]=[CH:7][CH:6]=[CH:5][C:4]=1[C:9]1[N:10]=[CH:11][N:12]([CH2:14][CH2:15][CH2:16][CH2:17][NH2:18])[CH:13]=1 |f:1.2,8.9|. Procedure: Using the procedure of Stage B of Example 1, 5.65 g of the product of Stage B and 1.45 ml of hydrazine hydrate in 75 ml of ethanol were reacted to obtain 3.8 g of crude product which was dissolved in 4 ml of tetrahydrofuran. Then, 1.87 g of fumaric acid in solution in 20 ml of methanol were added and 10 ml of ether were added. The crystals formed were separated and dried at 80° C. under reduced pressure to obtain 3.77 g of the fumarate of the expected product melting at 160-162° C. The reactants are C(C=C)(=O)N (Acrylamide), [N+](=O)([O-])C1=CC=C(C=C1)C (p-nitrotoluene), C=O (paraformaldehyde). Reaction SMILES: [C:1]([NH2:5])(=[O:4])[CH:2]=[CH2:3].[N+:6]([C:9]1[CH:14]=[CH:13][C:12]([CH3:15])=[CH:11][CH:10]=1)([O-:8])=[O:7].[CH2:16]=O>S(=O)(=O)(O)O>[CH3:15][C:12]1[CH:13]=[CH:14][C:9]([N+:6]([O-:8])=[O:7])=[CH:10][C:11]=1[CH2:16][NH:5][C:1](=[O:4])[CH:2]=[CH2:3]. Run at time 24 hour. Procedure: Acrylamide (7.10 g; 0.10 mol) is added in small increments to a stirred solution of p-nitrotoluene (1.85 g; 0.05 mol) and paraformaldehyde (1.6 g; 0.05 mol) in concentrated sulfuric acid (60 ml). This reaction mixture is stirred for 24 hours at room temperature and then poured onto ice. A precipitate results which is collected and recrystallized from ethyl acetate to give 4.4 g of product as colorless crystals. This product has the following characteristics: melting point of 155° to 158.5° C.; i... The solvent is S(O)(O)(=O)=O (sulfuric acid). Yields the product CC1=C(CNC(C=C)=O)C=C(C=C1)[N+](=O)[O-] (N-(2-methyl-5-nitrobenzyl)acrylamide). Yield: 40.0%. Starting materials: C(C)(C)OC(=O)C=1C=C2C=C(N=C(C2=CC1)OC(C)C)NC1=NNC(=C1)C (Isopropoxy-3-(5-methyl-1H-pyrazol-3-ylamino)-isoquinoline-6-carboxylic acid isopropyl ester). Solvent: [OH-].[K+] (KOH), CO (MeOH). Product: C(C)(C)OC1=NC(=CC2=CC(=CC=C12)C(=O)O)NC1=NNC(=C1)C (1-Isopropoxy-3-(5-methyl-1H-pyrazol-3-ylamino)-isoquinoline-6-carboxylic acid). Yield: 90.3%. As a reaction SMILES: C([O:4][C:5]([C:7]1[CH:8]=[C:9]2[C:14](=[CH:15][CH:16]=1)[C:13]([O:17][CH:18]([CH3:20])[CH3:19])=[N:12][C:11]([NH:21][C:22]1[CH:26]=[C:25]([CH3:27])[NH:24][N:23]=1)=[CH:10]2)=[O:6])(C)C>[OH-].[K+].CO>[CH:18]([O:17][C:13]1[C:14]2[C:9](=[CH:8][C:7]([C:5]([OH:6])=[O:4])=[CH:16][CH:15]=2)[CH:10]=[C:11]([NH:21][C:22]2[CH:26]=[C:25]([CH3:27])[NH:24][N:23]=2)[N:12]=1)([CH3:20])[CH3:19] |f:1.2|. Procedure: Isopropoxy-3-(5-methyl-1H-pyrazol-3-ylamino)-isoquinoline-6-carboxylic acid isopropyl ester (300 mg) was dissolved in KOH and MeOH (1:1, 10 ml), the mixture was stirred at room temperature for 20 hrs, the MeOH was evaporated and neutralized with concentrated HCl (PH=3). The solid was collected to give 240 mg of desired product (91% yield). LC-MS: m/e 325 (M−1). Starting materials: Cl.CN(CCCN=C=NCC)C (N-[3-(dimethylamino)propyl]-N′-ethylcarbodiimide hydrochloride), N1(CCOCC1)C1=CC(NC(=N1)CC(N1CCC2=C(C=CC=C12)C=1C=NC=CC1)=O)=O (6-(morpholin-4-yl)-2-{2-oxo-2-[4-(pyridin-3-yl)-2,3-dihydro-1H-indol-1-yl]ethyl}pyrimidin-4(3H)-one), N1(CCOCC1)C=1N=C(NC(C1)=O)CC(=O)[O-].[Na+] (sodium (4-morpholin-4-yl-6-oxo-1,6-dihydropyrimidin-2-yl)acetate), O (water). The solvent is CN(C)C=O (DMF), N1=CC=CC=C1 (pyridine), ClCCl (dichloromethane). Conditions: time 18 hour. Product: OCC1N(C2=CC=CC=C2C1)C(CC1=NC(=CC(N1)=O)N1CCOCC1)=O (2-[2-((+)-2-hydroxymethyl-2,3-dihydroindol-1-yl)-2-oxoethyl]-6-morpholin-4-yl-3H-pyrimidin-4-one). Reaction SMILES: Cl.[CH3:2]N(C)CCCN=C=NCC.[N:13]1([C:19]2[N:24]=[C:23]([CH2:25][C:26](=[O:42])[N:27]3[C:35]4[C:30](=[C:31](C5C=NC=CC=5)[CH:32]=[CH:33][CH:34]=4)[CH2:29][CH2:28]3)[NH:22][C:21](=[O:43])[CH:20]=2)[CH2:18][CH2:17][O:16][CH2:15][CH2:14]1.N1(C2N=C(CC([O-])=O)NC(=O)C=2)CCOCC1.[Na+].[OH2:62]>CN(C=O)C.N1C=CC=CC=1.ClCCl>[OH:62][CH2:2][CH:28]1[CH2:29][C:30]2[C:35](=[CH:34][CH:33]=[CH:32][CH:31]=2)[N:27]1[C:26](=[O:42])[CH2:25][C:23]1[NH:22][C:21](=[O:43])[CH:20]=[C:19]([N:13]2[CH2:14][CH2:15][O:16][CH2:17][CH2:18]2)[N:24]=1 |f:0.1,3.4|. Reported procedure: 673 mg of N-[3-(dimethylamino)propyl]-N′-ethylcarbodiimide hydrochloride and 378 mg of (−)-(2,3-dihydro-1H-indol-2-yl)methanol (reference example 13d) are added to a solution of 640 mg of sodium (4-morpholin-4-yl-6-oxo-1,6-dihydropyrimidin-2-yl)acetate in 20 ml of DMF and 20 ml of pyridine. The reaction medium is stirred at ambient temperature for 18 hours and then a mixture of water and dichloromethane is added. After settling out, the organic phase is dried over magnesium sulfate, filtered, an...